This data is from the Open Reaction Database (ORD), a public repository of structured organic reaction records. The task is: describe an organic reaction: reactants, conditions, products, and yield The product is CCN(CC)CCCNC(=O)c1ccc([N+]#N)cc1, [Cl-]. The reactants are CCN(CC)CCCNC(=O)c1ccc([N+](=O)[O-])cc1, Cl, [H][H], O=N[O-], [Na+], O, [Pd]. As a reaction SMILES: [CH2:2]([CH3:3])[N:4]([CH2:5][CH2:6][CH2:7][NH:8][C:9]([c:10]1[cH:11][cH:12][c:13]([N+:16]([O-:17])=[O:18])[cH:14][cH:15]1)=[O:19])[CH2:20][CH3:21].[ClH:1].[H:22][H:23].[N:24]([O-:25])=[O:26].[Na+:27].[OH2:29].[Pd:28]>>[CH2:2]([CH3:3])[N:4]([CH2:5][CH2:6][CH2:7][NH:8][C:9]([c:10]1[cH:11][cH:12][c:13]([N+:16]#[N:24])[cH:14][cH:15]1)=[O:19])[CH2:20][CH3:21].[Cl-:1]. The reactants are NC1=CC(=NN1C1=C(C=C(C=C1Cl)C)Cl)C#N (5-amino-3-cyano-1-(2,6-dichloro-4-methylphenyl)pyrazole), IN1C(CCC1=O)=O (N-iodosuccinimide). The solvent is C(C)#N (acetonitrile). Reaction conditions: time 10 minute. Yields the product NC1=C(C(=NN1C1=C(C=C(C=C1Cl)C)Cl)C#N)C=1OC=CC1 (5-Amino-3-cyano-1-(2,6-dichloro-4-methylphenyl)-4-(2-furanyl)pyrazole). As a reaction SMILES: [NH2:1][C:2]1[N:6]([C:7]2[C:12]([Cl:13])=[CH:11][C:10]([CH3:14])=[CH:9][C:8]=2[Cl:15])[N:5]=[C:4]([C:16]#[N:17])[CH:3]=1.IN1[C:23](=O)[CH2:22][CH2:21][C:20]1=[O:25]>C(#N)C>[NH2:1][C:2]1[N:6]([C:7]2[C:12]([Cl:13])=[CH:11][C:10]([CH3:14])=[CH:9][C:8]=2[Cl:15])[N:5]=[C:4]([C:16]#[N:17])[C:3]=1[C:23]1[O:25][CH:20]=[CH:21][CH:22]=1. Procedure: To a stirred solution of 5-amino-3-cyano-1-(2,6-dichloro-4-methylphenyl)pyrazole (1 g) in acetonitrile (15 ml) at room temperature was added N-iodosuccinimide (0.845 g). Stirring was continued for 10 minutes and the mixture was then evaporated to dryness. The residue was taken up in dioxane (20 ml). Furan-2-boronic acid (0.845 g), tetrakis(triphenylphosphine)palladium(0) (0.35 g) and a solution of potassium carbonate (2.8 g) in water (8 ml) were added. The mixture was heated under reflux for 24 ... Reactants: ClC=1C=CC=2N(N1)C(=CN2)C(O)C=2C=C1C=CC=NC1=CC2F ((rac)-(6-chloro-imidazo[1,2-b]pyridazin-3-yl)-(7-fluoro-quinolin-6-yl)-methanol), C(C)N1N=CC(=C1)B1OC(C(O1)(C)C)(C)C (1-ethyl-4-(4,4,5,5-tetramethyl-[1,3,2]dioxaborolan-2-yl)-1H-pyrazole). Yields the product C(C)N1N=CC(=C1)C=1C=CC=2N(N1)C(=CN2)C(O)C=2C=C1C=CC=NC1=CC2F ((rac)-[6-(1-Ethyl-1H-pyrazol-4-yl)-imidazo[1,2-b]pyridazin-3-yl]-(7-fluoro-quinolin-6-yl)methanol). Reaction SMILES: Cl[C:2]1[CH:3]=[CH:4][C:5]2[N:6]([C:8]([CH:11]([C:13]3[CH:14]=[C:15]4[C:20](=[CH:21][C:22]=3[F:23])[N:19]=[CH:18][CH:17]=[CH:16]4)[OH:12])=[CH:9][N:10]=2)[N:7]=1.[CH2:24]([N:26]1[CH:30]=[C:29](B2OC(C)(C)C(C)(C)O2)[CH:28]=[N:27]1)[CH3:25]>>[CH2:24]([N:26]1[CH:30]=[C:29]([C:2]2[CH:3]=[CH:4][C:5]3[N:6]([C:8]([CH:11]([C:13]4[CH:14]=[C:15]5[C:20](=[CH:21][C:22]=4[F:23])[N:19]=[CH:18][CH:17]=[CH:16]5)[OH:12])=[CH:9][N:10]=3)[N:7]=2)[CH:28]=[N:27]1)[CH3:25]. Procedure: The title compound was prepared in analogy to Example 9 using (rac)-(6-chloro-imidazo[1,2-b]pyridazin-3-yl)-(7-fluoro-quinolin-6-yl)-methanol (Stage 174.3) instead of (rac)-(6-chloro-imidazo[1,2-b]pyridazin-3-yl)-imidazo[1,2-a]pyridin-6-yl-methanol (Stage 9.1) and 1-ethyl-4-(4,4,5,5-tetramethyl-[1,3,2]dioxaborolan-2-yl)-1H-pyrazole instead of 1-methyl-4-(4,4,5,5-tetramethyl-[1,3,2]dioxaborolan-2-yl)-1H-pyrazole (tR 3.38 min (conditions 3), MH+=389.2). The reactants are Cc1cc(Oc2cccc(OCCCNC(=O)OC(C)(C)C)c2)cc2c1C(CC(=O)O)OB2O, Cl, C1COCCO1. The product is Cc1cc(Oc2cccc(OCCCN)c2)cc2c1C(CC(=O)O)OB2O. Reaction SMILES: [C:1]([O:2][C:3](=[O:4])[NH:8][CH2:9][CH2:10][CH2:11][O:12][c:13]1[cH:14][c:15]([O:16][c:17]2[cH:18][c:19]([CH3:31])[c:20]3[c:21]([cH:30]2)[B:22]([OH:29])[O:23][CH:24]3[CH2:25][C:26](=[O:27])[OH:28])[cH:32][cH:33][cH:34]1)([CH3:5])([CH3:6])[CH3:7].[ClH:35].[O:36]1[CH2:37][CH2:38][O:39][CH2:40][CH2:41]1>>[NH2:8][CH2:9][CH2:10][CH2:11][O:12][c:13]1[cH:14][c:15]([O:16][c:17]2[cH:18][c:19]([CH3:31])[c:20]3[c:21]([cH:30]2)[B:22]([OH:29])[O:23][CH:24]3[CH2:25][C:26](=[O:27])[OH:28])[cH:32][cH:33][cH:34]1. Reactants: C1(CCCCC1)C1=C(C=NC=2N1N=CC2C#N)C2=CC=C(C=C2)O (7-cyclohexyl-6-(4-hydroxy-phenyl)-pyrazolo[1,5-a]pyrimidine-3-carbonitrile), COC(=O)C1=CC(=C(C=C1)C1=CC=C(C=C1)Cl)CBr (2-bromomethyl-4′-chloro-biphenyl-4-carboxylic acid methyl ester), C([O-])([O-])=O.[Cs+].[Cs+] (cesium carbonate). Run in CN(C=O)C (dimethylformamide). Yields the product COC(=O)C1=CC(=C(C=C1)C1=CC=C(C=C1)Cl)COC1=CC=C(C=C1)C=1C=NC=2N(C1C1CCCCC1)N=CC2C#N (4′-chloro-2-[4-(3-cyano-7-cyclohexyl-pyrazolo[1,5-a]pyrimidin-6-yl)-phenoxymethyl]-biphenyl-4-carboxylic acid methyl ester). Reaction SMILES: [CH:1]1([C:7]2[N:12]3[N:13]=[CH:14][C:15]([C:16]#[N:17])=[C:11]3[N:10]=[CH:9][C:8]=2[C:18]2[CH:23]=[CH:22][C:21]([OH:24])=[CH:20][CH:19]=2)[CH2:6][CH2:5][CH2:4][CH2:3][CH2:2]1.[CH3:25][O:26][C:27]([C:29]1[CH:34]=[CH:33][C:32]([C:35]2[CH:40]=[CH:39][C:38]([Cl:41])=[CH:37][CH:36]=2)=[C:31]([CH2:42]Br)[CH:30]=1)=[O:28].C(=O)([O-])[O-].[Cs+].[Cs+]>CN(C)C=O>[CH3:25][O:26][C:27]([C:29]1[CH:34]=[CH:33][C:32]([C:35]2[CH:40]=[CH:39][C:38]([Cl:41])=[CH:37][CH:36]=2)=[C:31]([CH2:42][O:24][C:21]2[CH:20]=[CH:19][C:18]([C:8]3[CH:9]=[N:10][C:11]4[N:12]([N:13]=[CH:14][C:15]=4[C:16]#[N:17])[C:7]=3[CH:1]3[CH2:2][CH2:3][CH2:4][CH2:5][CH2:6]3)=[CH:23][CH:22]=2)[CH:30]=1)=[O:28] |f:2.3.4|. Reported procedure: Alkylation of 7-cyclohexyl-6-(4-hydroxy-phenyl)-pyrazolo[1,5-a]pyrimidine-3-carbonitrile with 2-bromomethyl-4′-chloro-biphenyl-4-carboxylic acid methyl ester was carried out in dimethylformamide (DMF) using cesium carbonate and following a previously described experimental procedure to give 4′-chloro-2-[4-(3-cyano-7-cyclohexyl-pyrazolo[1,5-a]pyrimidin-6-yl)-phenoxymethyl]-biphenyl-4-carboxylic acid methyl ester. This compound was converted to its corresponding tetrazole 4′-chloro-2-{4-[7-cyclohe... The reactants are COC([C@@H](N)CC1=CNC2=CC=CC=C12)=O (racemic tryptophan methyl ester), OC1=CC=C(C=O)C=C1 (4-hydroxybenzaldehyde), FC(C(=O)O)(F)F (trifluoroacetic acid). Solvent: ClCCl (dichloromethane). Reaction conditions: time 22 hour. Yields the product OC1=CC=C(C=C1)C1NC(CC2=C1NC1=CC=CC=C21)C(=O)OC (Methyl 1,2,3,4-tetrahydro-1-(4-hydroxyphenyl)-9H-pyrido[3,4-b]indole-3-carboxylate). Yield: 78.5%. As a reaction SMILES: [CH3:1][O:2][C:3](=[O:16])[C@H:4]([CH2:6][C:7]1[C:15]2[C:10](=[CH:11][CH:12]=[CH:13][CH:14]=2)[NH:9][CH:8]=1)[NH2:5].[OH:17][C:18]1[CH:25]=[CH:24][C:21]([CH:22]=O)=[CH:20][CH:19]=1.FC(F)(F)C(O)=O>ClCCl>[OH:17][C:18]1[CH:25]=[CH:24][C:21]([CH:22]2[C:8]3[NH:9][C:10]4[C:15]([C:7]=3[CH2:6][CH:4]([C:3]([O:2][CH3:1])=[O:16])[NH:5]2)=[CH:14][CH:13]=[CH:12][CH:11]=4)=[CH:20][CH:19]=1. Reported procedure: To a stirred solution of racemic tryptophan methyl ester (3 g ) and 4-hydroxybenzaldehyde (1.84 g) in anhydrous dichloromethane (50 mL) cooled at 0° C. was added dropwise trifluoroacetic acid (1.27 mL) and the solution was allowed to react at ambient temperature. After 22 hours, the solution was washed with a saturated solution of NaHCO3, then with water, dried over Na2SO4 and evaporated to dryness. The residue was purified by flash chromatography eluting with ethyl acetate to give the title com... The reactants are [OH-].[K+] (potassium hydroxide), solution, C(C1=CC=CC=C1)N1CCC(CC1)CCC(C1=CC=C(C=C1)N1CCCC1)=O (1-Benzyl-4-[2-(4-pyrrolidinobenzoyl)ethyl]piperidine), Cl.NO (hydroxylamine hydrochloride), ice water. The solvent is CO (methanol), C(C)O (ethanol). Yields the product C(C1=CC=CC=C1)N1CCC(CC1)CCC(C1=CC=C(C=C1)N1CCCC1)=NO (1-Benzyl-4-[3-hydroxyimino-3-(4-pyrrolidinophenyl)propyl]piperidine). The yield is 66.1%. Reaction SMILES: [CH2:1]([N:8]1[CH2:13][CH2:12][CH:11]([CH2:14][CH2:15][C:16](=O)[C:17]2[CH:22]=[CH:21][C:20]([N:23]3[CH2:27][CH2:26][CH2:25][CH2:24]3)=[CH:19][CH:18]=2)[CH2:10][CH2:9]1)[C:2]1[CH:7]=[CH:6][CH:5]=[CH:4][CH:3]=1.Cl.[NH2:30][OH:31].[OH-].[K+]>C(O)C.CO>[CH2:1]([N:8]1[CH2:13][CH2:12][CH:11]([CH2:14][CH2:15][C:16](=[N:30][OH:31])[C:17]2[CH:22]=[CH:21][C:20]([N:23]3[CH2:27][CH2:26][CH2:25][CH2:24]3)=[CH:19][CH:18]=2)[CH2:10][CH2:9]1)[C:2]1[CH:7]=[CH:6][CH:5]=[CH:4][CH:3]=1 |f:1.2,3.4|. Procedure details: To a mixed solution (20 ml) containing 0.8 g of the 1-benzyl-4-[2-(4-pyrrolidinobenzoyl)ethyl]piperidine prepared in Example 59 and 0.7 g of hydroxylamine hydrochloride in ethanol was added a solution (7 mi) of 1.4 g of potassium hydroxide in methanol dropwise with warming at 50°-55° C. The mixture was further heated at 50°-55° C. for one hour, at the end of which time it was added to 200 ml of ice-water. The resulting precipitate was collected by filtration, rinsed and dissolved in dichlorometh...